describe an organic reaction: reactants, conditions, products, and yield From a dataset of the Open Reaction Database (ORD), a public repository of structured organic reaction records. Yield: 101.0%. Product: [Si](C)(C)(C(C)(C)C)O[C@@H]1C=C2C=C[C@@H]([C@@H]([C@H]2[C@H](C1)OC(C(CC)OC1=CC=C(C=C1)C(C)(C)C)=O)CC[C@@H]1C[C@H](CC(O1)=O)O[Si](C)(C)C(C)(C)C)C ((4R,6R)-6-([1S,2S,6S,8S,8aR]-2-{1,2,6,7,8,8a-Hexahydro-6-t-butyldimethylsilyloxy-8-[(2RS)-2-(4-t-butylphenoxy)butyryloxy]-2-methyl-1-naphthyl}ethyl)tetrahydro-4-t-butyldimethylsilyloxy-2H-pyran-2-one). Reactants: C(C)(C)(C)C1=CC=C(OC(C(=O)O)CC)C=C1 ((2RS)-2-(4-t-butylphenoxy)butyric acid), O([Si](C)(C)C(C)(C)C)[C@@H]1C=C2C=C[C@@H]([C@@H]([C@H]2[C@H](C1)O)CC[C@@H]1C[C@H](CC(O1)=O)O[Si](C)(C)C(C)(C)C)C ((4R,6R)-6-{(1S,2S,6S,8S,8aR)-2-[1,2,6,7,8,8a-hexahydro-6-t-butyldimethylsiloxy-8-hydroxy-2-methyl-1-naphthyl]ethyl}tetrahydro-4-t-butyldimethylsilyloxy-2H-pyran-2-one). Procedure: A procedure similar to that described in Example 1, above, was followed, but using 803 mg of (2RS)-2-(4-t-butylphenoxy)butyric acid and 1.0 g of (4R,6R)-6-{(1S,2S,6S,8S,8aR)-2-[1,2,6,7,8,8a-hexahydro-6-t-butyldimethylsiloxy-8-hydroxy-2-methyl-1-naphthyl]ethyl}tetrahydro-4-t-butyldimethylsilyloxy-2H-pyran-2-one [prepared as described in Example B, above], to give 1.41g of the title compound as a colorless foam. As a reaction SMILES: [C:1]([C:5]1[CH:17]=[CH:16][C:8]([O:9][CH:10]([CH2:14][CH3:15])[C:11]([OH:13])=[O:12])=[CH:7][CH:6]=1)([CH3:4])([CH3:3])[CH3:2].[O:18]([C@H:26]1[CH2:35][C@H:34](O)[C@H:33]2[C:28]([CH:29]=[CH:30][C@H:31]([CH3:54])[C@@H:32]2[CH2:37][CH2:38][C@H:39]2[O:44][C:43](=[O:45])[CH2:42][C@H:41]([O:46][Si:47]([C:50]([CH3:53])([CH3:52])[CH3:51])([CH3:49])[CH3:48])[CH2:40]2)=[CH:27]1)[Si:19]([C:22]([CH3:25])([CH3:24])[CH3:23])([CH3:21])[CH3:20]>>[Si:19]([O:18][C@H:26]1[CH2:35][C@H:34]([O:12][C:11](=[O:13])[CH:10]([O:9][C:8]2[CH:16]=[CH:17][C:5]([C:1]([CH3:2])([CH3:4])[CH3:3])=[CH:6][CH:7]=2)[CH2:14][CH3:15])[C@H:33]2[C:28]([CH:29]=[CH:30][C@H:31]([CH3:54])[C@@H:32]2[CH2:37][CH2:38][C@H:39]2[O:44][C:43](=[O:45])[CH2:42][C@H:41]([O:46][Si:47]([C:50]([CH3:53])([CH3:52])[CH3:51])([CH3:48])[CH3:49])[CH2:40]2)=[CH:27]1)([C:22]([CH3:23])([CH3:24])[CH3:25])([CH3:21])[CH3:20]. Starting materials: O(C1=CC=CC=C1)C1=CC=C(C=C1)S(=O)C1=CC=C(C=C1)OC1=CC=CC=C1 (bis-(4-phenoxyphenyl)sulfoxide), C1(=CC=CC=C1)OC (anisole), CS(=O)(=O)O (methane sulfonic acid), ice water. Run at temperature 100 celsius. Yields the product CS(=O)(=O)[O-].COC1=CC=C(C=C1)[S+](C1=CC=C(C=C1)OC1=CC=CC=C1)C1=CC=C(C=C1)OC1=CC=CC=C1 (4-methoxyphenyl-bis-(4-phenoxyphenyl)sulfonium methane sulfonate). Yield: 90.8%. As a reaction SMILES: [O:1]([C:8]1[CH:13]=[CH:12][C:11]([S:14]([C:16]2[CH:21]=[CH:20][C:19]([O:22][C:23]3[CH:28]=[CH:27][CH:26]=[CH:25][CH:24]=3)=[CH:18][CH:17]=2)=O)=[CH:10][CH:9]=1)[C:2]1[CH:7]=[CH:6][CH:5]=[CH:4][CH:3]=1.[C:29]1([O:35][CH3:36])[CH:34]=[CH:33][CH:32]=[CH:31][CH:30]=1.[CH3:37][S:38]([OH:41])(=[O:40])=[O:39]>>[CH3:37][S:38]([O-:41])(=[O:40])=[O:39].[CH3:36][O:35][C:29]1[CH:34]=[CH:33][C:32]([S+:14]([C:16]2[CH:21]=[CH:20][C:19]([O:22][C:23]3[CH:28]=[CH:27][CH:26]=[CH:25][CH:24]=3)=[CH:18][CH:17]=2)[C:11]2[CH:12]=[CH:13][C:8]([O:1][C:2]3[CH:7]=[CH:6][CH:5]=[CH:4][CH:3]=3)=[CH:9][CH:10]=2)=[CH:31][CH:30]=1 |f:3.4|. Procedure: A mixture of 50.24 g of bis-(4-phenoxyphenyl)sulfoxide, 140.58 g of anisole and 124.93 g of methane sulfonic acid was heated at 100° C. for 24 hours. The mixture was poured into 700 g of ice water and worked up substantially according to the previously described procedure to give 67.6 g of 4-methoxyphenyl-bis-(4-phenoxyphenyl)sulfonium methane sulfonate (91 percent yield).